Task: describe an organic reaction: reactants, conditions, products, and yield. Dataset: the Open Reaction Database (ORD), a public repository of structured organic reaction records Reactants: ClC1=NC2=C(C=3C=4C=CN=CC4C(C13)=O)C=CC(=C2)OCC (6-Chloro-3-ethoxy-5,9-diaza-benzo[c]fluoren-7-one), CN(CCN)C (N,N-dimethylethylenediamine). Solvent: ClCCl (dichloromethane). Reaction conditions: temperature 70 celsius, time 30 minute. The product is CN(CCNC1=NC2=C(C=3C=4C=CN=CC4C(C13)=O)C=CC(=C2)OCC)C (6-(2-dimethylamino-ethylamino)-3-ethoxy-5,9-diaza-benzo[c]fluoren-7-one), powder. Reaction SMILES: Cl[C:2]1[C:14]2[C:13](=[O:15])[C:12]3[CH:11]=[N:10][CH:9]=[CH:8][C:7]=3[C:6]=2[C:5]2[CH:16]=[CH:17][C:18]([O:20][CH2:21][CH3:22])=[CH:19][C:4]=2[N:3]=1.[CH3:23][N:24]([CH3:28])[CH2:25][CH2:26][NH2:27]>ClCCl>[CH3:23][N:24]([CH3:28])[CH2:25][CH2:26][NH:27][C:2]1[C:14]2[C:13](=[O:15])[C:12]3[CH:11]=[N:10][CH:9]=[CH:8][C:7]=3[C:6]=2[C:5]2[CH:16]=[CH:17][C:18]([O:20][CH2:21][CH3:22])=[CH:19][C:4]=2[N:3]=1. Procedure: 6-Chloro-3-ethoxy-5,9-diaza-benzo[c]fluoren-7-one (Example 34b) (14 mg) was suspended in N,N-dimethylethylenediamine (0.3 ml) and the mixture was stirred at 70° C. for 30 min. The reaction mixture was diluted with dichloromethane and washed with saturated ammonium chloride solution and brine. The organic layer was dried over anhydrous sodium sulfate and evaporated to dryness. The residue was purified by preparative thin layer chromatography developed by dichloromethane-methanol-ammonia water (28...